Dataset: the Open Reaction Database (ORD), a public repository of structured organic reaction records. Task: describe an organic reaction: reactants, conditions, products, and yield As a reaction SMILES: [F:1][C:2]([F:7])([F:6])[C:3]([OH:5])=[O:4].[CH2:8]([NH:10][CH2:11][C:12]1[CH:13]=[C:14]([C:19]2[CH:20]=[C:21]3[C:25](=[C:26]([C:28]([NH2:30])=[O:29])[CH:27]=2)[NH:24][CH:23]=[C:22]3[CH:31]2[CH2:36][CH2:35][N:34]([S:37]([CH2:40][CH3:41])(=[O:39])=[O:38])[CH2:33][CH2:32]2)[CH:15]=[CH:16][C:17]=1[F:18])[CH3:9].[CH2:42](N)[CH3:43]>>[F:1][C:2]([F:7])([F:6])[C:3]([OH:5])=[O:4].[CH:8]1([NH:10][CH2:11][C:12]2[CH:13]=[C:14]([C:19]3[CH:20]=[C:21]4[C:25](=[C:26]([C:28]([NH2:30])=[O:29])[CH:27]=3)[NH:24][CH:23]=[C:22]4[CH:31]3[CH2:32][CH2:33][N:34]([S:37]([CH2:40][CH3:41])(=[O:39])=[O:38])[CH2:35][CH2:36]3)[CH:15]=[CH:16][C:17]=2[F:18])[CH2:43][CH2:42][CH2:9]1 |f:0.1,3.4|. Reactants: FC(C(=O)O)(F)F.C(C)NCC=1C=C(C=CC1F)C=1C=C2C(=CNC2=C(C1)C(=O)N)C1CCN(CC1)S(=O)(=O)CC (5-{3-[(ethylamino)methyl]-4-fluorophenyl}-3-[1-(ethylsulfonyl)-4-piperidinyl]-1H-indole-7-carboxamide trifluoroacetate), C(C)N (ethylamine). Procedure: The title compound was prepared according to the general procedure of 5-{3-[(ethylamino)methyl]-4-fluorophenyl}-3-[1-(ethylsulfonyl)-4-piperidinyl]-1H-indole-7-carboxamide trifluoroacetate, substituting cyclobutanamine (39 mg, 0.46 mmol) for ethylamine to afford 20 mg of the title compound (42%). Product: FC(C(=O)O)(F)F.C1(CCC1)NCC=1C=C(C=CC1F)C=1C=C2C(=CNC2=C(C1)C(=O)N)C1CCN(CC1)S(=O)(=O)CC (5-{3-[(cyclobutylamino)methyl]-4-fluorophenyl}-3-[1-(ethylsulfonyl)-4-piperidinyl]-1H-indole-7-carboxamide trifluoroacetate). Yield: 42.0%. Procedure details: Benzoquinone (6.3 g, 0.006 mole) was dissolved in 25 mL of dry THF and placed under nitrogen. The reaction was cooled to -78° C. and the solution prepared above was added slowly. The reaction was stirred at -78° C. for 1.5 hr and quenched with ammonium chloride solution. The mixture was extracted with ether, the ether phase washed with saturated brine, dried over anhydrous sodium sulfate, filtered and concentrated in vacuo to give 0.91 g of a brown oil which crystallized while under vacuum. The ... Conditions: temperature -78 celsius, time 1.5 hour. As a reaction SMILES: [C:1]1(=[O:8])[CH:6]=[CH:5][C:4](=[O:7])[CH:3]=[CH:2]1.[CH2:9]1[CH2:13]O[CH2:11][CH2:10]1>>[OH:7][C:4]1([C:11]#[C:10][C:9]2[CH:13]=[CH:3][CH:2]=[CH:1][CH:6]=2)[CH:5]=[CH:6][C:1](=[O:8])[CH:2]=[CH:3]1. Yield: 31.0%. The reactants are C1(C=CC(C=C1)=O)=O (Benzoquinone), C1CCOC1 (THF). Product: OC1(C=CC(C=C1)=O)C#CC1=CC=CC=C1 (4-Hydroxy-4-(phenylethynyl)-2,5-cyclohexadiene-1-one). Starting materials: O=C(Cl)c1ccccc1, ClCCl, Nc1ccc(F)c([N+](=O)[O-])c1, c1ccncc1. Product: O=C(Nc1ccc(F)c([N+](=O)[O-])c1)c1ccccc1. As a reaction SMILES: [C:18]([c:19]1[cH:20][cH:21][cH:22][cH:23][cH:24]1)(=[O:25])[Cl:26].[Cl:27][CH2:28][Cl:29].[F:1][c:2]1[c:3]([N+:9](=[O:10])[O-:11])[cH:4][c:5]([NH2:6])[cH:7][cH:8]1.[cH:12]1[cH:13][cH:14][n:15][cH:16][cH:17]1>>[F:1][c:2]1[c:3]([N+:9](=[O:10])[O-:11])[cH:4][c:5]([NH:6][C:18]([c:19]2[cH:20][cH:21][cH:22][cH:23][cH:24]2)=[O:25])[cH:7][cH:8]1. Reactants: ClC1=C(OCC=2N(C3=CC=CC=C3C2C(CC(=O)OC)O)C)C=CC(=C1)Cl (2-[(2,4-dichlorophenoxy)methyl]-1-methyl-3-[1-hydroxy-2-(methoxycarbonyl)ethyl]-1H-indole), [OH-].[Li+] (lithium hydroxide). The solvent is O1CCCC1 (tetrahydrofuran). Conditions: time 2 hour. Product: ClC1=CC=C(OCC=2N(C3=CC=CC=C3C2C=CC(=O)O)C)C=C1 (3-{2-[(4-chlorophenoxy)methyl]-1-methyl-1H-indol-3-yl}prop-2-enoic acid). Reaction SMILES: Cl[C:2]1[CH:26]=[C:25]([Cl:27])[CH:24]=[CH:23][C:3]=1[O:4][CH2:5][C:6]1[N:7]([CH3:22])[C:8]2[C:13]([C:14]=1[CH:15](O)[CH2:16][C:17]([O:19]C)=[O:18])=[CH:12][CH:11]=[CH:10][CH:9]=2.[OH-].[Li+]>O1CCCC1>[Cl:27][C:25]1[CH:24]=[CH:23][C:3]([O:4][CH2:5][C:6]2[N:7]([CH3:22])[C:8]3[C:13]([C:14]=2[CH:15]=[CH:16][C:17]([OH:19])=[O:18])=[CH:12][CH:11]=[CH:10][CH:9]=3)=[CH:2][CH:26]=1 |f:1.2|. Procedure details: Under a nitrogen atmosphere a round bottom flask is charged with 2-[(2,4-dichlorophenoxy)methyl]-1-methyl-3-[1-hydroxy-2-(methoxycarbonyl)ethyl]-1H-indole (Example 55) (0.149 g, 0.398 mmol) and 6.11 ml of dry tetrahydrofuran. To this solution is added 1.22 ml of a 2.0 N lithium hydroxide aqueous solution and the resulting mixture was stirred at room temperature for about two hours. The solvents were removed in vacuo and the residue is partitioned between methylene chloride and water. The aqueous...